This data is from the Open Reaction Database (ORD), a public repository of structured organic reaction records. The task is: describe an organic reaction: reactants, conditions, products, and yield Starting materials: [F-].[K+] (KF), C1(CC1)C(=O)N1CCN(CC1)C(=O)[C@@H]1CC[C@H](CC1)CNCC1=C(C=CC=C1)[N+](=O)[O-] ((4-Cyclopropanecarbonyl-piperazin-1-yl)-{trans-4-[(2-nitrobenzylamino)-methyl]-cyclohexyl}methanone), C(C)[SiH](CC)CC (triethylsilane). Reagents/catalysts: CC(=O)[O-].CC(=O)[O-].[Pd+2] (Pd(OAc)2). Run at time 3 hour. The product is NC1=C(CNC[C@@H]2CC[C@H](CC2)C(=O)N2CCN(CC2)C(=O)C2CC2)C=CC=C1 ({trans-4-[(2-Amino-benzylamino)-methyl]-cyclohexyl}-(4-cyclopropane carbonyl-piperazin-1-yl)-methanone). The yield is 58.1%. Reaction SMILES: [CH:1]1([C:4]([N:6]2[CH2:11][CH2:10][N:9]([C:12]([C@H:14]3[CH2:19][CH2:18][C@H:17]([CH2:20][NH:21][CH2:22][C:23]4[CH:28]=[CH:27][CH:26]=[CH:25][C:24]=4[N+:29]([O-])=O)[CH2:16][CH2:15]3)=[O:13])[CH2:8][CH2:7]2)=[O:5])[CH2:3][CH2:2]1.[F-].[K+].C([SiH](CC)CC)C>CC([O-])=O.CC([O-])=O.[Pd+2]>[NH2:29][C:24]1[CH:25]=[CH:26][CH:27]=[CH:28][C:23]=1[CH2:22][NH:21][CH2:20][C@H:17]1[CH2:16][CH2:15][C@H:14]([C:12]([N:9]2[CH2:10][CH2:11][N:6]([C:4]([CH:1]3[CH2:3][CH2:2]3)=[O:5])[CH2:7][CH2:8]2)=[O:13])[CH2:19][CH2:18]1 |f:1.2,4.5.6|. Procedure: (4-Cyclopropanecarbonyl-piperazin-1-yl)-{trans-4-[(2-nitrobenzylamino)-methyl]-cyclohexyl}methanone (272 mg, 0.63 mmol) and Pd(OAc)2 (7 mg, 0.03 mmol) were weighed into a flask and flushed with nitrogen for 5 minutes. THF (10 mL) was added, followed by a solution of KF (73 mg, 1.26 mmol in 1.2 ml of H2O). Then triethylsilane (0.40 mL, 2.52 mmol) was added drop wise and the reaction was left stirring for 3 h at room temperature. The mixture was filtered on a celite bed to remove palladium and the... Reactants: [H-].[Na+] (sodium hydride), S([C@@H]1[C@@H](O)[C@H](O)[C@H](O)[C@@H](O1)C)C1=CC=CC=C1 (Phenyl 1-thio-β-L-fucopyranoside), BrCC1=C(C=C(C=C1C)C)C (bromomethylmesitylene). Solvent: CN(C)C=O (DMF), CN(C)C=O (DMF), CN(C=O)C (dimethylformamide). Conditions: temperature 0 celsius, time 21 hour. Product: CC1=C(CO[C@@H]2[C@@H](SC3=CC=CC=C3)O[C@H]([C@H]([C@H]2OCC2=C(C=C(C=C2C)C)C)OCC2=C(C=C(C=C2C)C)C)C)C(=CC(=C1)C)C (Phenyl 2,3,4-tri-O-(2,4,6-trimethylbenzyl)-1-thio-β-L-fucopyranoside). As a reaction SMILES: [H-].[Na+].Br[CH2:4][C:5]1[C:10]([CH3:11])=[CH:9][C:8]([CH3:12])=[CH:7][C:6]=1[CH3:13].[S:14]([C:25]1[CH:30]=[CH:29][CH:28]=[CH:27][CH:26]=1)[C@H:15]1[O:23][C@@H:22]([CH3:24])[C@@H:20]([OH:21])[C@@H:18]([OH:19])[C@@H:16]1[OH:17]>CN(C=O)C>[CH3:13][C:6]1[CH:7]=[C:8]([CH3:12])[CH:9]=[C:10]([CH3:11])[C:5]=1[CH2:4][O:17][C@H:16]1[C@H:18]([O:19][CH2:4][C:5]2[C:10]([CH3:11])=[CH:9][C:8]([CH3:12])=[CH:7][C:6]=2[CH3:13])[C@H:20]([O:21][CH2:4][C:5]2[C:10]([CH3:11])=[CH:9][C:8]([CH3:12])=[CH:7][C:6]=2[CH3:13])[C@H:22]([CH3:24])[O:23][C@@H:15]1[S:14][C:25]1[CH:26]=[CH:27][CH:28]=[CH:29][CH:30]=1 |f:0.1|. Reported procedure: A dry 250 ml flask is filled with 6.6 g (152 mmol) of sodium hydride in mineral oil emulsion (55%). Dry dimethylformamide (10 ml) is added and the mixture is cooled to 0° C. To this mixture bromomethylmesitylene (32.4 g, 152 mmol) in dry DMF (20 ml) is added. Compound of example 9 (10 g, 39 mmol) is dissolved in dry DMF (20 mL) and added very to the above mixture over 40 minutes. After an additional hour the ice-bath is removed and the reaction is stirred at room temperature for 21 hours. Methan... The reactants are [H-].[Al+3].[Li+].[H-].[H-].[H-] (lithium aluminium hydride), O (Water), Cl (hydrochloric acid), C(C1=CC=CC=C1)SCC1=C(SC(=C1)C1=CC=C(C=C1)C(F)(F)F)C(=O)OCC (ethyl 3-[(benzylthio)methyl]-5-[4-(trifluoromethyl)phenyl]thiophene-2-carboxylate), C(C1=CC=CC=C1)SCC1=C(SC(=C1)C1=CC=C(C=C1)C(F)(F)F)C(=O)OCC (ethyl 3-[(benzylthio)methyl]-5-[4-(trifluoromethyl)phenyl]thiophene-2-carboxylate). As a reaction SMILES: [CH2:1]([S:8][CH2:9][C:10]1[CH:14]=[C:13]([C:15]2[CH:20]=[CH:19][C:18]([C:21]([F:24])([F:23])[F:22])=[CH:17][CH:16]=2)[S:12][C:11]=1[C:25](OCC)=[O:26])[C:2]1[CH:7]=[CH:6][CH:5]=[CH:4][CH:3]=1.[H-].[Al+3].[Li+].[H-].[H-].[H-].O.Cl>O1CCCC1.CCOCC>[CH2:1]([S:8][CH2:9][C:10]1[CH:14]=[C:13]([C:15]2[CH:16]=[CH:17][C:18]([C:21]([F:23])([F:24])[F:22])=[CH:19][CH:20]=2)[S:12][C:11]=1[CH2:25][OH:26])[C:2]1[CH:7]=[CH:6][CH:5]=[CH:4][CH:3]=1 |f:1.2.3.4.5.6|. The solvent is CCOCC (ether), O1CCCC1 (tetrahydrofuran). Reported procedure: A solution of ethyl 3-[(benzylthio)methyl]-5-[4-(trifluoromethyl)phenyl]thiophene-2-carboxylate (intermediate 45, 0.87 g) in dry tetrahydrofuran (5 ml) was cooled to 0° C. and 1M lithium aluminium hydride solution in diethyl, ether (0.299 ml) added. The reaction mixture as stirred with cooling for 3 hours. Water (0.5 ml) was added drop-wise followed by 2M hydrochloric acid (0.5 ml), the further water (50 ml), the resulting mixture was extracted twice with ethyl acetate, the extracts were combine... Yields the product C(C1=CC=CC=C1)SCC1=C(SC(=C1)C1=CC=C(C=C1)C(F)(F)F)CO ({3-[(benzylthio)methyl]-5-[4-(trifluoromethyl)phenyl]thien-2-yl}methanol). Reactants: BrCC1CO1, CC#N, [Na+], [Na+], O=C([O-])[O-], c1ccc(C(c2ccccc2)N2CCNCC2)cc1. The product is c1ccc(C(c2ccccc2)N2CCN(CC3CO3)CC2)cc1. Reaction SMILES: [Br:26][CH2:27][CH:28]1[CH2:29][O:30]1.[CH3:31][C:32]#[N:33].[Na+:20].[Na+:21].[O-:22][C:23](=[O:24])[O-:25].[c:1]1([CH:7]([N:8]2[CH2:9][CH2:10][NH:11][CH2:12][CH2:13]2)[c:14]2[cH:15][cH:16][cH:17][cH:18][cH:19]2)[cH:2][cH:3][cH:4][cH:5][cH:6]1>>[c:1]1([CH:7]([N:8]2[CH2:9][CH2:10][N:11]([CH2:27][CH:28]3[CH2:29][O:30]3)[CH2:12][CH2:13]2)[c:14]2[cH:15][cH:16][cH:17][cH:18][cH:19]2)[cH:2][cH:3][cH:4][cH:5][cH:6]1.